The task is: describe an organic reaction: reactants, conditions, products, and yield. This data is from the Open Reaction Database (ORD), a public repository of structured organic reaction records. The reactants are O.O=C[C@H](O)[C@@H](O)[C@H](O)[C@H](O)CO (glucose monohydrate), C1=CC=C2C(=C1)C(=O)C3=C(C=C(C(=C3C2=O)N)S(=O)(=O)[O-])Br.[Na+] (bromaminic acid sodium salt), C1(=CC=C(C=C1)S(=O)(=O)N)C (p-toluenesulphonamide), C([O-])([O-])=O.[Na+].[Na+] (sodium carbonate), C([O-])(O)=O.[Na+] (sodium bicarbonate). Reagents/catalysts: O.C(C)(=O)[O-].[Cu+2].C(C)(=O)[O-] (Copper (II) acetate monohydrate). The solvent is O (water), O (water). Reaction conditions: temperature 70 celsius, time 5 hour. The product is [Na+].NC1=C(C=C(C=2C(C3=CC=CC=C3C(C12)=O)=O)NS(=O)(=O)C1=CCC(C=C1)=C)S(=O)(=O)[O-] (1-amino-4-(4'-methlylphenylsulphonamido)-anthraquinone-2-sulphonic acid sodium salt). Isolated yield 97.0%. As a reaction SMILES: O.O=C[C@@H]([C@H]([C@@H]([C@@H](CO)O)O)O)O.[CH:14]1[CH:19]=[C:18]2[C:20]([C:22]3[C:27]([C:28](=[O:29])[C:17]2=[CH:16][CH:15]=1)=[C:26]([NH2:30])[C:25]([S:31]([O-:34])(=[O:33])=[O:32])=[CH:24][C:23]=3Br)=[O:21].[Na+:36].[C:37]1([CH3:47])[CH:42]=[CH:41][C:40]([S:43]([NH2:46])(=[O:45])=[O:44])=[CH:39][CH:38]=1.C(=O)([O-])[O-].[Na+].[Na+].C(=O)(O)[O-].[Na+]>O.O.C([O-])(=O)C.[Cu+2].C([O-])(=O)C>[Na+:36].[NH2:30][C:26]1[C:27]2[C:28](=[O:29])[C:17]3[C:18](=[CH:19][CH:14]=[CH:15][CH:16]=3)[C:20](=[O:21])[C:22]=2[C:23]([NH:46][S:43]([C:40]2[CH:39]=[CH:38][C:37](=[CH2:47])[CH2:42][CH:41]=2)(=[O:44])=[O:45])=[CH:24][C:25]=1[S:31]([O-:34])(=[O:32])=[O:33] |f:0.1,2.3,5.6.7,8.9,11.12.13.14,15.16|. Reported procedure: Copper (II) acetate monohydrate (0.13 g, 0.00064 mol) and glucose monohydrate (1.6 g, 0.008 mol) are added to a mixture of bromaminic acid sodium salt (38.2 g, 0.1 mol) and p-toluenesulphonamide (18.8 g 0.11 mol) in water (250 mol) containing sodium carbonate (3.8 g) and sodium bicarbonate (19.0 g). The mixture which has a pH of 8.5-9.0, is heated to 70° C. and stirred at this temperature for five hours. The resulting mixture is diluted to a volume of 750 ml with water and cooled to 40° C. The s...